This data is from the Open Reaction Database (ORD), a public repository of structured organic reaction records. The task is: describe an organic reaction: reactants, conditions, products, and yield Reactants: C=Cc1ccc(C(CC(=O)OC)(c2ccc(C=C)cc2)c2ccc(C=C)cc2)cc1, Cl, [Li+], C1COCCO1, [OH-]. Yields the product C=Cc1ccc(C(CC(=O)O)(c2ccc(C=C)cc2)c2ccc(C=C)cc2)cc1. As a reaction SMILES: [CH:1](=[CH2:2])[c:3]1[cH:4][cH:5][c:6]([C:9]([CH2:10][C:11](=[O:12])[O:13][CH3:14])([c:15]2[cH:16][cH:17][c:18]([CH:21]=[CH2:22])[cH:19][cH:20]2)[c:23]2[cH:24][cH:25][c:26]([CH:29]=[CH2:30])[cH:27][cH:28]2)[cH:7][cH:8]1.[ClH:33].[Li+:31].[O:34]1[CH2:35][CH2:36][O:37][CH2:38][CH2:39]1.[OH-:32]>>[CH:1](=[CH2:2])[c:3]1[cH:4][cH:5][c:6]([C:9]([CH2:10][C:11](=[O:12])[OH:13])([c:15]2[cH:16][cH:17][c:18]([CH:21]=[CH2:22])[cH:19][cH:20]2)[c:23]2[cH:24][cH:25][c:26]([CH:29]=[CH2:30])[cH:27][cH:28]2)[cH:7][cH:8]1. Starting materials: CC=1C=CC(=NC1)C=1N(C=C(N1)C(F)(F)F)C1=CC=C(C=C1)SC (5-methyl-2-[1-[4-(methylthio)phenyl]-4-trifluoromethyl-1H-imidazol-2-yl]pyridine), CO (methanol), OOS(=O)[O-].[K+] (Oxone). Solvent: O (water). Reaction conditions: temperature 25 celsius, time 4.5 hour. The product is CC=1C=CC(=NC1)C=1N(C=C(N1)C(F)(F)F)C1=CC=C(C=C1)S(=O)(=O)C (5-methyl-2-[1-[4-(methylsulfonyl)phenyl]-4-trifluoromethyl-1H-imidazol-2-yl]pyridine). As a reaction SMILES: [CH3:1][C:2]1[CH:3]=[CH:4][C:5]([C:8]2[N:9]([C:17]3[CH:22]=[CH:21][C:20](SC)=[CH:19][CH:18]=3)[CH:10]=[C:11]([C:13]([F:16])([F:15])[F:14])[N:12]=2)=[N:6][CH:7]=1.O[O:26][S:27]([O-:29])=O.[K+].[CH3:31]O>O>[CH3:1][C:2]1[CH:3]=[CH:4][C:5]([C:8]2[N:9]([C:17]3[CH:22]=[CH:21][C:20]([S:27]([CH3:31])(=[O:29])=[O:26])=[CH:19][CH:18]=3)[CH:10]=[C:11]([C:13]([F:15])([F:14])[F:16])[N:12]=2)=[N:6][CH:7]=1 |f:1.2|. Reported procedure: To solution of the methylthio compound from step 4 (3.95 g, 11.5 mmol) in 45 ml of methanol was added an aqueous solution of Oxone® (6.94 g dissolved in 28 ml of water). After stirring at 25° C. for 4-5 hours, the solvent was removed under reduced pressure, redissolved in 50 ml of methylene chloride and extracted with 50 ml of an aqueous solution of sodium bicarbonate. The organic extracts were dried (MgSO4), filtered and concentrated. The crude material was purified by chromatography (silica ge... Starting materials: N[C@@H](CC1=CNC2=CC=CC=C12)C(=O)O (L-tryptophan), Cl (hydrochloric acid), Cl (hydrochloride), [Cl-].[Na+] (sodium chloride), N[C@@H](CC1=CNC2=CC=CC=C12)C(=O)O (L-tryptophan). Conditions: temperature 15 celsius. The product is Cl.N[C@@H](CC1=CNC2=CC=CC=C12)C(=O)O (L-tryptophan hydrochloride). RXN SMILES: [NH2:1][C@H:2]([C:13]([OH:15])=[O:14])[CH2:3][C:4]1[C:12]2[C:7](=[CH:8][CH:9]=[CH:10][CH:11]=2)[NH:6][CH:5]=1.[ClH:16].[Cl-].[Na+]>>[ClH:16].[NH2:1][C@H:2]([C:13]([OH:15])=[O:14])[CH2:3][C:4]1[C:12]2[C:7](=[CH:8][CH:9]=[CH:10][CH:11]=2)[NH:6][CH:5]=1 |f:2.3,4.5|. Reported procedure: The pH of 30 l of L-tryptophan fermentation broth was adjusted to 3.5 with 35% hydrochloric acid. After the cells were removed from the broth by centrifugation, the solution was concentrated at a temperature of 60° C. under reduced pressure, until the concentration of L-tryptophan reached 180 g/l. Next, 3.5 equivalents of 35% hydrochloride acid and 3 equivalents of sodium chloride (both relative to the amount of L-tryptophan) were added to the slurry, while keeping the concentrated slurry at 50°... Starting materials: CCCCP(=CC#N)(CCCC)CCCC, Cc1ccccc1, O=S(=O)(c1ccc(Cl)cc1)C(CCCCCO)c1cc(F)ccc1F. Product: O=S(=O)(c1ccc(Cl)cc1)C1(c2cc(F)ccc2F)CCCCC1. As a reaction SMILES: [C:26]([CH:27]=[P:28]([CH2:29][CH2:30][CH2:31][CH3:32])([CH2:33][CH2:34][CH2:35][CH3:36])[CH2:37][CH2:38][CH2:39][CH3:40])#[N:41].[CH3:42][c:43]1[cH:44][cH:45][cH:46][cH:47][cH:48]1.[Cl:1][c:2]1[cH:3][cH:4][c:5]([S:8](=[O:9])(=[O:10])[CH:11]([CH2:12][CH2:13][CH2:14][CH2:15][CH2:16][OH:17])[c:18]2[c:19]([F:25])[cH:20][cH:21][c:22]([F:24])[cH:23]2)[cH:6][cH:7]1>>[Cl:1][c:2]1[cH:3][cH:4][c:5]([S:8](=[O:9])(=[O:10])[C:11]2([c:18]3[c:19]([F:25])[cH:20][cH:21][c:22]([F:24])[cH:23]3)[CH2:12][CH2:13][CH2:14][CH2:15][CH2:16]2)[cH:6][cH:7]1. The reactants are C(C)N1N=CC=2C1=NC(=C(C2NC2CCOCC2)CN(C(=O)C2(CC2)C(=O)N)CC=2C=C(C(=CC2)C)C2=CC(=CC=C2)C=O)CC (N1-{[1,6-diethyl-4-(tetrahydro-2H-pyran-4-ylamino)-1H-pyrazolo[3,4-b]pyridin-5-yl]methyl}-N1-[(3′-formyl-6-methyl-3-biphenylyl)methyl]-1,1-cyclopropanedicarboxamide), C(=O)(OC(C)(C)C)N1[C@H](CNCC1)C ((S)—N1-Boc-2-methyl-piperazine), C(C)(=O)O[BH-](OC(C)=O)OC(C)=O.[Na+] (sodium triacetoxyborohydride), C(C)(=O)O (acetic acid). Run in C(Cl)Cl (DCM), C(=O)(C(F)(F)F)O (TFA), C(Cl)Cl (DCM). Reaction conditions: time 8 hour. The product is C(C)N1N=CC=2C1=NC(=C(C2NC2CCOCC2)CN(C(=O)C2(CC2)C(=O)N)CC=2C=C(C(=CC2)C)C2=CC(=CC=C2)CN2C[C@H](NCC2)C)CC (N1-{[1,6-diethyl-4-(tetrahydro-2H-pyran-4-ylamino)-1H-pyrazolo[3,4-b]pyridin-5-yl]methyl}-N1-[(6-methyl-3′-{[(3R)-3-methyl-1-piperazinyl]methyl}-3-biphenylyl)methyl]-1,1-cyclopropanedicarboxamide). Yield: 56.3%. Reaction SMILES: [CH2:1]([N:3]1[C:7]2=[N:8][C:9]([CH2:45][CH3:46])=[C:10]([CH2:19][N:20]([CH2:29][C:30]3[CH:31]=[C:32]([C:37]4[CH:42]=[CH:41][CH:40]=[C:39]([CH:43]=O)[CH:38]=4)[C:33]([CH3:36])=[CH:34][CH:35]=3)[C:21]([C:23]3([C:26]([NH2:28])=[O:27])[CH2:25][CH2:24]3)=[O:22])[C:11]([NH:12][CH:13]3[CH2:18][CH2:17][O:16][CH2:15][CH2:14]3)=[C:6]2[CH:5]=[N:4]1)[CH3:2].C([N:54]1[CH2:59][CH2:58][NH:57][CH2:56][C@@H:55]1[CH3:60])(OC(C)(C)C)=O.C(O[BH-](OC(=O)C)OC(=O)C)(=O)C.[Na+].C(O)(=O)C>C(Cl)Cl.C(O)(C(F)(F)F)=O>[CH2:1]([N:3]1[C:7]2=[N:8][C:9]([CH2:45][CH3:46])=[C:10]([CH2:19][N:20]([CH2:29][C:30]3[CH:31]=[C:32]([C:37]4[CH:42]=[CH:41][CH:40]=[C:39]([CH2:43][N:57]5[CH2:58][CH2:59][NH:54][C@H:55]([CH3:60])[CH2:56]5)[CH:38]=4)[C:33]([CH3:36])=[CH:34][CH:35]=3)[C:21]([C:23]3([C:26]([NH2:28])=[O:27])[CH2:24][CH2:25]3)=[O:22])[C:11]([NH:12][CH:13]3[CH2:14][CH2:15][O:16][CH2:17][CH2:18]3)=[C:6]2[CH:5]=[N:4]1)[CH3:2] |f:2.3|. Procedure details: A mixture of N1-{[1,6-diethyl-4-(tetrahydro-2H-pyran-4-ylamino)-1H-pyrazolo[3,4-b]pyridin-5-yl]methyl}-N1-[(3′-formyl-6-methyl-3-biphenylyl)methyl]-1,1-cyclopropanedicarboxamide (55 mg, 0.088 mmol), (S)—N1-Boc-2-methyl-piperazine (17.69 mg, 0.088 mmol), sodium triacetoxyborohydride (37.4 mg, 0.177 mmol) and acetic acid (6.07 μL, 0.106 mmol) in DCM (2 mL) was stirred at room temperature overnight. The reaction mixture was quenched with saturated NaHCO3 and extracted with DCM twice. The combined o... Isolated yield 97.3%. Procedure: To a stirred solution of ethyl {4-[2-tert-butyl-4-(1-methylethyl)phenyl]piperazin-1-yl}(oxo)acetate (Example 170, 0.113 g, 0.34 mmol) in THF (5 mL) stirring at 0° C. was added 1 M lithium hydroxide solution (5 mL, 5 mmol). After 1 h the reaction mixture was acidified with 1 M hydrochloric acid solution and extracted with ethyl acetate. The organic layer was washed with brine, dried over MgSO4, and the solvent was evaporated under reduced pressure to provide {4-[2-tert-butyl-4-(1-methylethyl)phen... The reactants are [OH-].[Li+] (lithium hydroxide), C(C)(C)(C)C1=C(C=CC(=C1)C(C)C)N1CCN(CC1)C(C(=O)OCC)=O (ethyl {4-[2-tert-butyl-4-(1-methylethyl)phenyl]piperazin-1-yl}(oxo)acetate), Cl (hydrochloric acid). Yields the product C(C)(C)(C)C1=C(C=CC(=C1)C(C)C)N1CCN(CC1)C(C(=O)O)=O ({4-[2-tert-butyl-4-(1-methylethyl)phenyl]piperazin-1-yl}(oxo)acetic acid). The solvent is C1CCOC1 (THF). As a reaction SMILES: [C:1]([C:5]1[CH:10]=[C:9]([CH:11]([CH3:13])[CH3:12])[CH:8]=[CH:7][C:6]=1[N:14]1[CH2:19][CH2:18][N:17]([C:20](=[O:26])[C:21]([O:23]CC)=[O:22])[CH2:16][CH2:15]1)([CH3:4])([CH3:3])[CH3:2].[OH-].[Li+].Cl>C1COCC1>[C:1]([C:5]1[CH:10]=[C:9]([CH:11]([CH3:13])[CH3:12])[CH:8]=[CH:7][C:6]=1[N:14]1[CH2:19][CH2:18][N:17]([C:20](=[O:26])[C:21]([OH:23])=[O:22])[CH2:16][CH2:15]1)([CH3:3])([CH3:4])[CH3:2] |f:1.2|. Starting materials: C(C)OC(COCCOCCCl)=O (2-[2-(chloroethoxy)-ethoxy]-acetic acid ethyl ester), C1(C=2C(C(N1)=O)=CC=CC2)=O.[K] (potassium phthalimide), C1COCCOCCOCCOCCOCCO1 (18-crown-6 ether). The solvent is CN(C)C=O (DMF). Reaction conditions: temperature 100 celsius, time 2.5 hour. The product is C(C)OC(COCCOCCN1C(C=2C(C1=O)=CC=CC2)=O)=O (2-[2-(Phthalimidoethoxy)-ethoxy]-acetic Acid Ethyl Ester). RXN SMILES: [CH2:1]([O:3][C:4](=[O:13])[CH2:5][O:6][CH2:7][CH2:8][O:9][CH2:10][CH2:11]Cl)[CH3:2].[C:14]1(=[O:24])[NH:18][C:17](=[O:19])[C:16]2=[CH:20][CH:21]=[CH:22][CH:23]=[C:15]12.[K].C1OCCOCCOCCOCCOCCOC1>CN(C=O)C>[CH2:1]([O:3][C:4](=[O:13])[CH2:5][O:6][CH2:7][CH2:8][O:9][CH2:10][CH2:11][N:18]1[C:17](=[O:19])[C:16]2=[CH:20][CH:21]=[CH:22][CH:23]=[C:15]2[C:14]1=[O:24])[CH3:2] |f:1.2,^1:24|. Reported procedure: A solution of 10.5 g (50 mmol) of 2-[2-(chloroethoxy)-ethoxy]-acetic acid ethyl ester (Chemical Abstracts-Registry No. 82227-25-6) in 100 ml of DMF is reacted with 9.25 g (50 mmol) of potassium phthalimide (Fluka, Buchs, Switzerland) and 50 mg of 18-crown-6 ether (1,4,7,10,13,16-hexaoxacyclooctadecane, Fluka, Buchs, Switzerland) and the mixture is stirred for 2.5 h at 100° C. The reaction mixture is cooled and then concentrated under reduced pressure. The residue is taken up in ether and washed ... Reactants: C=C(OCC)[Sn](CCCC)(CCCC)CCCC, Cn1ncc2c(F)c(Cc3cnc4ccc(Cl)nn34)c(F)cc21, CC(=O)c1ccc2ncc(C(C)c3c(F)cc4c(cnn4C)c3F)n2n1, [Pd], c1ccc(P(c2ccccc2)c2ccccc2)cc1, c1ccc(P(c2ccccc2)c2ccccc2)cc1, c1ccc(P(c2ccccc2)c2ccccc2)cc1, c1ccc(P(c2ccccc2)c2ccccc2)cc1. The product is CC(=O)c1ccc2ncc(Cc3c(F)cc4c(cnn4C)c3F)n2n1. As a reaction SMILES: [CH2:24]([Sn:25]([CH2:26][CH2:27][CH2:28][CH3:29])([CH2:30][CH2:31][CH2:32][CH3:33])[C:34]([O:35][CH2:36][CH3:37])=[CH2:38])[CH2:39][CH2:40][CH3:41].[Cl:1][c:2]1[cH:3][cH:4][c:5]2[n:6]([c:7]([CH2:8][c:9]3[c:10]([F:11])[c:12]4[c:13]([cH:14][c:15]3[F:16])[n:17]([CH3:18])[n:19][cH:20]4)[cH:21][n:22]2)[n:23]1.[F:42][c:43]1[c:44]2[cH:45][n:46][n:47]([CH3:67])[c:48]2[cH:49][c:50]([F:66])[c:51]1[CH:52]([CH3:53])[c:54]1[cH:55][n:56][c:57]2[n:58]1[n:59][c:60]([C:63]([CH3:64])=[O:65])[cH:61][cH:62]2.[Pd:68].[c:107]1([P:108]([c:109]2[cH:110][cH:111][cH:112][cH:113][cH:114]2)[c:115]2[cH:116][cH:117][cH:118][cH:119][cH:120]2)[cH:121][cH:122][cH:123][cH:124][cH:125]1.[c:126]1([P:127]([c:128]2[cH:129][cH:130][cH:131][cH:132][cH:133]2)[c:134]2[cH:135][cH:136][cH:137][cH:138][cH:139]2)[cH:140][cH:141][cH:142][cH:143][cH:144]1.[c:69]1([P:70]([c:71]2[cH:72][cH:73][cH:74][cH:75][cH:76]2)[c:77]2[cH:78][cH:79][cH:80][cH:81][cH:82]2)[cH:83][cH:84][cH:85][cH:86][cH:87]1.[c:88]1([P:89]([c:90]2[cH:91][cH:92][cH:93][cH:94][cH:95]2)[c:96]2[cH:97][cH:98][cH:99][cH:100][cH:101]2)[cH:102][cH:103][cH:104][cH:105][cH:106]1>>[F:42][c:43]1[c:44]2[cH:45][n:46][n:47]([CH3:67])[c:48]2[cH:49][c:50]([F:66])[c:51]1[CH2:52][c:54]1[cH:55][n:56][c:57]2[n:58]1[n:59][c:60]([C:63]([CH3:64])=[O:65])[cH:61][cH:62]2. Reactants: C(C)OC(=O)C=1C(=NOC1C)C1=NC=NC=C1 (5-methyl-3-pyrimidin-4-yl-isoxazole-4-carboxylic acid ethyl ester), COC(=O)C1=NC=C(N=C1)OCC=1C(=NOC1)C1=CC=C(C=C1)Cl (5-[3-(4-chloro-phenyl)-isoxazol-4-ylmethoxy]-pyrazine-2-carboxylic acid methyl ester). Product: CC1=C(C(=NO1)C1=NC=NC=C1)C(=O)O (5-Methyl-3-pyrimidin-4-yl-isoxazole-4-carboxylic acid). The yield is 74.5%. Reaction SMILES: C([O:3][C:4]([C:6]1[C:7]([C:12]2[CH:17]=[CH:16][N:15]=[CH:14][N:13]=2)=[N:8][O:9][C:10]=1[CH3:11])=[O:5])C.COC(C1C=NC(OCC2C(C3C=CC(Cl)=CC=3)=NOC=2)=CN=1)=O>>[CH3:11][C:10]1[O:9][N:8]=[C:7]([C:12]2[CH:17]=[CH:16][N:15]=[CH:14][N:13]=2)[C:6]=1[C:4]([OH:5])=[O:3]. Reported procedure: As described for example 112a, 5-methyl-3-pyrimidin-4-yl-isoxazole-4-carboxylic acid ethyl ester (500 mg, 2.1 mmol) was converted, instead of 5-[3-(4-chloro-phenyl)-isoxazol-4-ylmethoxy]-pyrazine-2-carboxylic acid methyl ester, to the title compound (321 mg, 73%) which was obtained as an off white solid. MS: m/e=204.1 [M−H]−. The reactants are CCOC(=O)Cl, CC12CCC3C(C(=O)C=C4CC(O)CCC43C)C1CCC2=O, c1ccncc1. Yields the product CCOC(=O)C1CCC2(C)C(=CC(=O)C3C4CCC(=O)C4(C)CCC32)C1. Reaction SMILES: [CH2:23]([CH3:24])[O:25][C:26](=[O:27])[Cl:28].[OH:1][CH:2]1[CH2:3][C:4]2=[CH:5][C:6](=[O:22])[CH:7]3[CH:8]4[CH2:9][CH2:10][C:11](=[O:21])[C:12]4([CH3:13])[CH2:14][CH2:15][CH:16]3[C:17]2([CH3:20])[CH2:18][CH2:19]1.[cH:29]1[cH:30][cH:31][n:32][cH:33][cH:34]1>>[CH:2]1([C:26]([O:25][CH2:23][CH3:24])=[O:27])[CH2:3][C:4]2=[CH:5][C:6](=[O:22])[CH:7]3[CH:8]4[CH2:9][CH2:10][C:11](=[O:21])[C:12]4([CH3:13])[CH2:14][CH2:15][CH:16]3[C:17]2([CH3:20])[CH2:18][CH2:19]1.